This data is from the Open Reaction Database (ORD), a public repository of structured organic reaction records. The task is: describe an organic reaction: reactants, conditions, products, and yield Reactants: [Al+3], COc1ccccc1, [Cl-], [Cl-], [Cl-], Cl, O=C1OC(=O)c2ccccc21, c1ccccc1. Product: COc1ccc(C(=O)c2ccccc2C(=O)O)cc1. RXN SMILES: [Al+3:21].[CH3:12][O:13][c:14]1[cH:15][cH:16][cH:17][cH:18][cH:19]1.[Cl-:20].[Cl-:22].[Cl-:23].[ClH:24].[O:1]=[C:2]1[O:3][C:4](=[O:5])[c:6]2[cH:7][cH:8][cH:9][cH:10][c:11]21.[cH:25]1[cH:26][cH:27][cH:28][cH:29][cH:30]1>>[O:1]=[C:2]([OH:3])[c:11]1[c:6]([C:4](=[O:5])[c:17]2[cH:16][cH:15][c:14]([O:13][CH3:12])[cH:19][cH:18]2)[cH:7][cH:8][cH:9][cH:10]1. The reactants are CC=1C=C(OCC(=O)C2=CC=CC=C2)C=CC1 (2-(3-methylphenoxy)acetophenone), Cl (hydrochloric acid), C(OC)(OC)=O (dimethyl carbonate), [H-].[Na+] (sodium hydride), C1CCOC1 (THF). The solvent is CO (methanol). Conditions: temperature 50 celsius, time 3 hour. Product: CC=1C=C(OC2=C(C(=O)CC(=O)OC)C=CC=C2)C=CC1 (methyl 2-(3-methylphenoxy)benzoylacetate). Isolated yield 93.0%. As a reaction SMILES: [C:1](=[O:6])([O:4][CH3:5])OC.[H-].[Na+].[CH3:9][C:10]1[CH:11]=[C:12]([CH:23]=[CH:24][CH:25]=1)[O:13][CH2:14][C:15]([C:17]1[CH:22]=[CH:21][CH:20]=[CH:19][CH:18]=1)=O.Cl.C1C[O:30]CC1>CO>[CH3:9][C:10]1[CH:11]=[C:12]([CH:23]=[CH:24][CH:25]=1)[O:13][C:14]1[CH:15]=[CH:17][CH:22]=[CH:21][C:20]=1[C:19]([CH2:18][C:1]([O:4][CH3:5])=[O:6])=[O:30] |f:1.2|. Reported procedure: 1H-NMR (CDCl3): δ=2.35 (s, 3H); 2.65 (s, 3H); 6.79-7.84 (m, 8H) ppm. b) 38.7 g (0.43 mol) of dimethyl carbonate are added to a suspension of 10.3 g (0.43 mol) of sodium hydride in 230 ml of THF and then, at 50° C., a solution of 67.2 g (0.30 mol) of 2-(3-methylphenoxy)acetophenone is added dropwise. The mixture is stirred at 50° C. for 3 hours, left to cool, 60 ml of methanol are added, and the mixture is stirred at room temperature overnight. It is acidified (pH 2) with 10 percent hydrochloric ... Reactants: C1=CC=CC=2C3=CC=CC=C3C(C12)COC(=O)N[C@@H](CSCC(CC(=O)O)C(C=1C=NC=CC1)=O)C(=O)OC (3-({(2R)-2-[(fluoren-9-ylmethoxy)carbonylamino]-2-(methoxycarbonyl)ethylthio}methyl)-4-oxo-4-(3-pyridyl)butanoic acid), FC1=CC=C(C=C1)N=C=O (4-fluorophenyl isocyanate). Yields the product FC1=CC=C(C=C1)NC(=O)N[C@@H](CSCC(CC(=O)O)C(C=1C=NC=CC1)=O)C(=O)OC (3-[((2R)-2-{[(4-Fluorophenyl)amino]carbonylamino}-2-(methoxycarbonyl)ethylthio)methyl]-4-oxo-4-(3-pyridyl)butanoic Acid). Isolated yield 5.0%. RXN SMILES: C1C2C(CO[C:16]([NH:18][C@H:19]([C:36]([O:38][CH3:39])=[O:37])[CH2:20][S:21][CH2:22][CH:23]([C:28](=[O:35])[C:29]3[CH:30]=[N:31][CH:32]=[CH:33][CH:34]=3)[CH2:24][C:25]([OH:27])=[O:26])=[O:17])C3C(=CC=CC=3)C=2C=CC=1.[F:40][C:41]1[CH:46]=[CH:45][C:44]([N:47]=C=O)=[CH:43][CH:42]=1>>[F:40][C:41]1[CH:46]=[CH:45][C:44]([NH:47][C:16]([NH:18][C@H:19]([C:36]([O:38][CH3:39])=[O:37])[CH2:20][S:21][CH2:22][CH:23]([C:28](=[O:35])[C:29]2[CH:30]=[N:31][CH:32]=[CH:33][CH:34]=2)[CH2:24][C:25]([OH:27])=[O:26])=[O:17])=[CH:43][CH:42]=1. Procedure details: The title compound was prepared from 3-({(2R)-2-[(fluoren-9-ylmethoxy)carbonylamino]-2-(methoxycarbonyl)ethylthio}methyl)-4-oxo-4-(3-pyridyl)butanoic acid and 4-fluorophenyl isocyanate as described in Example 16 in a 5% yield; ESMS, (M+1)+464. Starting materials: CNC1CCCCC1, CC(C)O, CCN(C(C)C)C(C)C, O=[N+]([O-])c1c[nH]c2nccc(Cl)c12. Yields the product CN(c1ccnc2[nH]cc([N+](=O)[O-])c12)C1CCCCC1. As a reaction SMILES: [CH3:14][NH:15][CH:16]1[CH2:17][CH2:18][CH2:19][CH2:20][CH2:21]1.[CH3:31][CH:32]([OH:33])[CH3:34].[CH:22]([N:23]([CH2:24][CH3:25])[CH:26]([CH3:27])[CH3:28])([CH3:29])[CH3:30].[Cl:1][c:2]1[c:3]2[c:4]([n:5][cH:6][cH:7]1)[nH:8][cH:9][c:10]2[N+:11](=[O:12])[O-:13]>>[c:2]1([N:15]([CH3:14])[CH:16]2[CH2:17][CH2:18][CH2:19][CH2:20][CH2:21]2)[c:3]2[c:4]([n:5][cH:6][cH:7]1)[nH:8][cH:9][c:10]2[N+:11](=[O:12])[O-:13]. Starting materials: CC(O)(C(O)Cc1ccc(S(=O)(=O)c2ccccc2)cc1)C(F)(F)F, [H-], [Na+], C1CCOC1. Product: CC(O)(C=Cc1ccc(S(=O)(=O)c2ccccc2)cc1)C(F)(F)F. Reaction SMILES: [F:1][C:2]([C:3]([CH:4]([CH2:5][c:6]1[cH:7][cH:8][c:9]([S:12](=[O:13])(=[O:14])[c:15]2[cH:16][cH:17][cH:18][cH:19][cH:20]2)[cH:10][cH:11]1)[OH:21])([OH:22])[CH3:23])([F:24])[F:25].[H-:26].[Na+:27].[O:28]1[CH2:29][CH2:30][CH2:31][CH2:32]1>>[F:1][C:2]([C:3]([CH:4]=[CH:5][c:6]1[cH:7][cH:8][c:9]([S:12](=[O:13])(=[O:14])[c:15]2[cH:16][cH:17][cH:18][cH:19][cH:20]2)[cH:10][cH:11]1)([OH:22])[CH3:23])([F:24])[F:25]. Reactants: Cc1noc(-c2ccc(Br)cc2)c1C(O)CCCc1ccccc1, CC(C)(C)[Si](C)(C)Cl, CN(C)C=O, c1c[nH]cn1. Yields the product Cc1noc(-c2ccc(Br)cc2)c1C(CCCc1ccccc1)O[Si](C)(C)C(C)(C)C. As a reaction SMILES: [Br:1][c:2]1[cH:3][cH:4][c:5](-[c:8]2[c:9]([CH:14]([CH2:15][CH2:16][CH2:17][c:18]3[cH:19][cH:20][cH:21][cH:22][cH:23]3)[OH:24])[c:10]([CH3:13])[n:11][o:12]2)[cH:6][cH:7]1.[C:25]([CH3:26])([CH3:27])([CH3:28])[Si:29]([CH3:30])([CH3:31])[Cl:32].[O:38]=[CH:39][N:40]([CH3:41])[CH3:42].[nH:33]1[cH:34][cH:35][n:36][cH:37]1>>[Br:1][c:2]1[cH:3][cH:4][c:5](-[c:8]2[c:9]([CH:14]([CH2:15][CH2:16][CH2:17][c:18]3[cH:19][cH:20][cH:21][cH:22][cH:23]3)[O:24][Si:29]([C:25]([CH3:26])([CH3:27])[CH3:28])([CH3:30])[CH3:31])[c:10]([CH3:13])[n:11][o:12]2)[cH:6][cH:7]1.